From a dataset of the Open Reaction Database (ORD), a public repository of structured organic reaction records. describe an organic reaction: reactants, conditions, products, and yield Reaction SMILES: [Br:15][CH2:16][c:17]1[cH:18][cH:19][cH:20][cH:21][cH:22]1.[Br:1][CH2:2][CH2:3][CH2:4][CH2:5][CH2:6][CH2:7][CH2:8][CH2:9][CH2:10][CH2:11][OH:12].[CH2:25]1[O:26][CH2:27][CH2:28][CH2:29]1.[Cl-:23].[H-:13].[NH4+:24].[Na+:14]>>[Br:1][CH2:2][CH2:3][CH2:4][CH2:5][CH2:6][CH2:7][CH2:8][CH2:9][CH2:10][CH2:11][O:12][CH2:16][c:17]1[cH:18][cH:19][cH:20][cH:21][cH:22]1. Starting materials: BrCc1ccccc1, OCCCCCCCCCCBr, C1CCOC1, [Cl-], [H-], [NH4+], [Na+]. Yields the product BrCCCCCCCCCCOCc1ccccc1. The reactants are C(C1=CC=CC=C1)N1[C@@H]([C@H](C[C@@H](C1)OC)C(=O)OC)C(=O)OCC1=CC=CC=C1 (2-benzyl 3-methyl(2S,3S,5S)-1-benzyl-5-methoxypiperidine-2,3-dicarboxylate), [H][H] (hydrogen). Reagents/catalysts: [Pd] (Pd/C). Run in CO (MeOH). The product is CO[C@H]1C[C@@H]([C@H](NC1)C(=O)O)C(=O)OC ((2S,3S,5S)-5-methoxy-3-(methoxycarbonyl)piperidine-2-carboxylic acid). RXN SMILES: C([N:8]1[CH2:13][C@@H:12]([O:14][CH3:15])[CH2:11][C@H:10]([C:16]([O:18][CH3:19])=[O:17])[C@H:9]1[C:20]([O:22]CC1C=CC=CC=1)=[O:21])C1C=CC=CC=1.[H][H]>CO.[Pd]>[CH3:15][O:14][C@@H:12]1[CH2:13][NH:8][C@H:9]([C:20]([OH:22])=[O:21])[C@@H:10]([C:16]([O:18][CH3:19])=[O:17])[CH2:11]1. Procedure details: A solution of 2-benzyl 3-methyl(2S,3S,5S)-1-benzyl-5-methoxypiperidine-2,3-dicarboxylate (30.0 mg, 0.0000755 mol) in 2 mL of MeOH was hydrogenated in the presence of 10% Pd/C, under a balloon pressure of hydrogen, for 1 h. The catalyst was filtered off and the filtration was concentrated to dry. The residue was used directly in next step (16 mg, 97.6%). MS (ESI): (M+H)+=218.0. Starting materials: nitro, BrC1=CC2=NC=CC(=C2S1)OC1=C(C=C(C=C1)[N+](=O)[O-])F (2-Bromo-7-(2-fluoro-4-nitrophenoxy)thieno[3,2-b]pyridine), COC1=CC=C(C=N1)B(O)O (6-methoxypyridin-3-ylboronic acid), [F-].[Cs+] (CsF), C(=O)(O)[O-].[Na+] (NaHCO3). Run in O (water), COCCOC (DME). Conditions: temperature 80 celsius. The product is FC1=C(OC2=C3C(=NC=C2)C=C(S3)C=3C=NC(=CC3)OC)C=CC(=C1)[N+](=O)[O-] (7-(2-Fluoro-4-nitrophenoxy)-2-(6-methoxypyridin-3-yl)thieno[3,2-b]pyridine). Isolated yield 32.6%. As a reaction SMILES: Br[C:2]1[S:10][C:9]2[C:4](=[N:5][CH:6]=[CH:7][C:8]=2[O:11][C:12]2[CH:17]=[CH:16][C:15]([N+:18]([O-:20])=[O:19])=[CH:14][C:13]=2[F:21])[CH:3]=1.[CH3:22][O:23][C:24]1[N:29]=[CH:28][C:27](B(O)O)=[CH:26][CH:25]=1.[F-].[Cs+].C([O-])(O)=O.[Na+]>COCCOC.O>[F:21][C:13]1[CH:14]=[C:15]([N+:18]([O-:20])=[O:19])[CH:16]=[CH:17][C:12]=1[O:11][C:8]1[CH:7]=[CH:6][N:5]=[C:4]2[CH:3]=[C:2]([C:27]3[CH:28]=[N:29][C:24]([O:23][CH3:22])=[CH:25][CH:26]=3)[S:10][C:9]=12 |f:2.3,4.5|. Reported procedure: A mixture of the nitro compound 42 (500 mg, 1.36 mmol), 6-methoxypyridin-3-ylboronic acid (312 mg, 2.04 mmol) and CsF (620 mg, 4.08 mmol) were suspended in DME (12 ml) and NaHCO3 (342 mg, 4.08 mmol), dissolved in the minimum amount of water, was added. The mixture was de-aerated by bubbling N2 through the solution for 10 min, heated at 80° C. for 3 hrs and concentrated to dryness. The formed residue was dissolved in DCM and washed with water. The DCM was collected, dried over sodium sulfate, fil... Reactants: NC1=C(C=C(C=C1)SCOC)[N+](=O)[O-] (1-amino-2-nitro-4-methoxymethylthiobenzene), CO (methanol), ferrous sulfate. The reagents and catalysts are [Fe] (iron). Run in O (water). Product: NC1=C(C=C(C=C1)SCOC)N (1,2-diamino-4-methoxymethylthiobenzene). Reaction SMILES: [NH2:1][C:2]1[CH:7]=[CH:6][C:5]([S:8][CH2:9][O:10][CH3:11])=[CH:4][C:3]=1[N+:12]([O-])=O.CO>[Fe].O>[NH2:1][C:2]1[CH:7]=[CH:6][C:5]([S:8][CH2:9][O:10][CH3:11])=[CH:4][C:3]=1[NH2:12]. Procedure: 1.2 G. 1-amino-2-nitro-4-methoxymethylthiobenzene is reduced in 80 ml. methanol and 20 ml. water at reflux with 2.4 g. iron powder and 0.6 g. ferrous sulfate. The mixture is filtered and concentrated. The residue is recrystallized from cyclohexane, yielding pure 1,2-diamino-4-methoxymethylthiobenzene. The reactants are O=C(N1CCc2cccc(Br)c2C1)C(F)(F)F, O=C(N1CCc2cc(Br)ccc2C1)C(F)(F)F, C1CCOC1, CC1(CS(=O)(=O)Cl)NC(=O)NC1=O, CCO, CCN(C(C)C)C(C)C, [NH4+], [OH-]. The product is CC1(CS(=O)(=O)N2CCc3cc(Br)ccc3C2)NC(=O)NC1=O. As a reaction SMILES: [Br:18][c:19]1[cH:20][cH:21][cH:22][c:23]2[c:24]1[CH2:25][N:26]([C:27](=[O:28])[C:29]([F:30])([F:31])[F:32])[CH2:33][CH2:34]2.[Br:1][c:2]1[cH:3][c:4]2[c:9]([cH:10][cH:11]1)[CH2:8][N:7]([C:12](=[O:13])[C:14]([F:15])([F:16])[F:17])[CH2:6][CH2:5]2.[CH2:62]1[O:63][CH2:64][CH2:65][CH2:66]1.[CH3:46][C:47]1([CH2:54][S:55](=[O:56])(=[O:57])[Cl:58])[NH:48][C:49](=[O:53])[NH:50][C:51]1=[O:52].[CH3:59][CH2:60][OH:61].[CH:37]([N:38]([CH2:39][CH3:40])[CH:41]([CH3:42])[CH3:43])([CH3:44])[CH3:45].[NH4+:35].[OH-:36]>>[Br:1][c:2]1[cH:3][c:4]2[c:9]([cH:10][cH:11]1)[CH2:8][N:7]([S:55]([CH2:54][C:47]1([CH3:46])[NH:48][C:49](=[O:53])[NH:50][C:51]1=[O:52])(=[O:56])=[O:57])[CH2:6][CH2:5]2. The reactants are BrC=1C(OC(C1)=O)=O (3-bromofuran-2,5-dione), CNN (methylhydrazine). Run in CC(=O)O (HOAc). Run at time 16 hour. The product is BrC=1C(NN(C(C1)=O)C)=O (4-Bromo-1-methyl-1,2-dihydropyridazine-3,6-dione). Reaction SMILES: [Br:1][C:2]1[C:3](=O)[O:4][C:5](=[O:7])[CH:6]=1.[CH3:9][NH:10][NH2:11]>CC(O)=O>[Br:1][C:2]1[C:3](=[O:4])[NH:11][N:10]([CH3:9])[C:5](=[O:7])[CH:6]=1. Procedure: To a solution of 3-bromofuran-2,5-dione (100 g, 0.565 mol) in HOAc (1.0 L) cooled in an ice-water bath, 40% aq. methylhydrazine solution (65 g, 0.565 mol) was added dropwise while the internal temperature was held below 20° C. The mixture was allowed to warm to room temperature and stirred for 16 h. The precipitated solid was collected by filtration, washed with EtOAc, and dried in vacuo to give desired product as a white solid: LC/MS m/z=206.9 (M+H)+; 1H NMR (400 MHz, CD3OD) δ: 7.35 (s, 1 H), 3... Reactants: BrC1=CC(=CC=C1)Br (1,3-Dibromobenzene), C(#C)C(CCC)(CCC)O (4-ethynylheptan-4-ol). Yields the product BrC=1C=C(C=CC1)C#CC(CCC)(CCC)O (4-((3-bromophenyl)ethynyl)heptan-4-ol). As a reaction SMILES: Br[C:2]1[CH:7]=[CH:6][CH:5]=[C:4]([Br:8])[CH:3]=1.[C:9]([C:11]([OH:18])([CH2:15][CH2:16][CH3:17])[CH2:12][CH2:13][CH3:14])#[CH:10]>>[Br:8][C:4]1[CH:3]=[C:2]([C:10]#[C:9][C:11]([OH:18])([CH2:15][CH2:16][CH3:17])[CH2:12][CH2:13][CH3:14])[CH:7]=[CH:6][CH:5]=1. Procedure: 1,3-Dibromobenzene was coupled with alkynol 20 following the procedure described in Example 10 to give 4-((3-bromophenyl)ethynyl)heptan-4-ol as a yellow liquid. Yield (4.2 g, 65%): 1H NMR (400 MHz, DMSO-d6) δ 7.56-7.52 (m, 2H), 7.36 (dt, J=8.0, 1.2 Hz, 1H), 7.30 (t, J=8.0 Hz, 1H), 5.18 (s, 1H), 1.60-1.40 (m, 8H), 0.89 (t, J=7.2 Hz, 6H).